This data is from the Open Reaction Database (ORD), a public repository of structured organic reaction records. The task is: describe an organic reaction: reactants, conditions, products, and yield The reactants are [C@H]1(CC[C@@H](CC1)C(=O)O)C(=O)O (cis-cyclohexane-1,4-dicarboxylic acid), C(=O)OCCCC (butyl formate), 50W. The solvent is CCCCCCCC (octane). Run at temperature 110 celsius, time 24 hour. Yields the product C(CCC)OC(=O)[C@H]1CC[C@H](CC1)C(=O)O (cis-4-(butoxycarbonyl)cyclohexanecarboxylic acid). The yield is 114.2%. Reaction SMILES: [C@H:1]1([C:10]([OH:12])=[O:11])[CH2:6][CH2:5][C@@H:4]([C:7]([OH:9])=[O:8])[CH2:3][CH2:2]1.C(O[CH2:16][CH2:17][CH2:18][CH3:19])=O>CCCCCCCC>[CH2:16]([O:8][C:7]([C@@H:4]1[CH2:3][CH2:2][C@H:1]([C:10]([OH:12])=[O:11])[CH2:6][CH2:5]1)=[O:9])[CH2:17][CH2:18][CH3:19]. Procedure details: (The procedure described for the trans isomer in JCS Perkin I, 1999, 25, 3023 was used.) A mixture of cis-cyclohexane-1,4-dicarboxylic acid (TCI) (24.1 g, 140 mmol), butyl formate (700 ml, 623 g, 6.10 mol, 43.5 equiv.), and Dowex 50W×2 resin (50-100 mesh, 140 g) in octane (700 ml) was stirred under nitrogen in a 110° C. oil bath for 24 hours. The mixture was cooled to ambient temperature. The supernatant solution was decanted away from the resin. The resin was washed with ethyl acetate: hexane (... The reactants are CS(=O)c1cc(CCC(=O)OC(C)(C)C)cc(-c2nc(=O)c3ccccc3s2)n1, CC(C)OC(C)C, O=C(O)C(F)(F)F. Product: CS(=O)c1cc(CCC(=O)O)cc(-c2nc(=O)c3ccccc3s2)n1. RXN SMILES: [CH3:1][S:2](=[O:3])[c:4]1[n:5][c:6](-[c:19]2[s:20][c:21]3[c:22]([c:23](=[O:25])[n:24]2)[cH:26][cH:27][cH:28][cH:29]3)[cH:7][c:8]([CH2:10][CH2:11][C:12](=[O:13])[O:14][C:15]([CH3:16])([CH3:17])[CH3:18])[cH:9]1.[CH:30]([O:31][CH:32]([CH3:33])[CH3:34])([CH3:35])[CH3:36].[OH:37][C:38]([C:39]([F:40])([F:41])[F:42])=[O:43]>>[CH3:1][S:2](=[O:3])[c:4]1[n:5][c:6](-[c:19]2[s:20][c:21]3[c:22]([c:23](=[O:25])[n:24]2)[cH:26][cH:27][cH:28][cH:29]3)[cH:7][c:8]([CH2:10][CH2:11][C:12](=[O:13])[OH:14])[cH:9]1. The reactants are C(C)(=S)[O-].[K+] (potassium thioacetate), ICCCCCCOC1=CC=C(C=C1)[C@@H]1[C@@H]2C=3C=CC(=CC3CC[C@H]2[C@@H]2CC[C@@H]([C@@]2(C)C1)O)O (11beta-[4-[(6-iodo hexyl)oxy]phenyl]estra-1,3,5(10)-triene-3,17beta-diol). The solvent is C(C)O (ethanol). Run at time 50 minute. Yields the product C(C)(=S)CCCCCCOC1=CC=C(C=C1)[C@@H]1[C@@H]2C=3C=CC(=CC3CC[C@H]2[C@@H]2CC[C@@H]([C@@]2(C)C1)O)O (11beta-[4-[[6-(thioacetyl)hexyl]oxy]phenyl]estra-1,3,5(10)-triene-3,17beta-diol). Isolated yield 96.5%. As a reaction SMILES: [C:1]([O-])(=[S:3])[CH3:2].[K+].I[CH2:7][CH2:8][CH2:9][CH2:10][CH2:11][CH2:12][O:13][C:14]1[CH:19]=[CH:18][C:17]([C@H:20]2[CH2:37][C@@:35]3([CH3:36])[C@@H:31]([CH2:32][CH2:33][C@@H:34]3[OH:38])[C@H:30]3[C@H:21]2[C:22]2[CH:23]=[CH:24][C:25]([OH:39])=[CH:26][C:27]=2[CH2:28][CH2:29]3)=[CH:16][CH:15]=1>C(O)C>[C:1]([CH2:7][CH2:8][CH2:9][CH2:10][CH2:11][CH2:12][O:13][C:14]1[CH:19]=[CH:18][C:17]([C@H:20]2[CH2:37][C@@:35]3([CH3:36])[C@@H:31]([CH2:32][CH2:33][C@@H:34]3[OH:38])[C@H:30]3[C@H:21]2[C:22]2[CH:23]=[CH:24][C:25]([OH:39])=[CH:26][C:27]=2[CH2:28][CH2:29]3)=[CH:16][CH:15]=1)(=[S:3])[CH3:2] |f:0.1|. Reported procedure: 150 mg of potassium thioacetate is added to a solution of 470 mg of the product obtained in Stage D in 6 cm3 of ethanol and agitation is carried out for 1 hour 50 minutes at 50° C. The ethanol is distilled off, the residue is taken up in ethyl acetate, washed with water, dried and evaporated to dryness under reduced pressure. 400 mg of residue is obtained which is chromatographed on silica (eluant ethyl acetate-essence G 6/4 then 8/2). 265 mg of desired product is collected (M.p. #90° C.). Starting materials: CC1=C(C=CC(=C1)C)N1[C@@H](CNCC1)C ((R)-1-(2,4-dimethylphenyl)-2-methylpiperazine), BrC1=CC(=C(C(=O)O)C=C1)S(=O)(=O)C (4-bromo-2-methanesulfonylbenzoic acid). The product is BrC1=CC(=C(C=C1)C(=O)N1C[C@H](N(CC1)C1=C(C=C(C=C1)C)C)C)S(=O)(=O)C ((4-bromo-2-methanesulfonylphenyl)[(R)-4-(2,4-dimethylphenyl)-3-methylpiperazin-1-yl]methanone). The yield is 73.2%. As a reaction SMILES: [CH3:1][C:2]1[CH:7]=[C:6]([CH3:8])[CH:5]=[CH:4][C:3]=1[N:9]1[CH2:14][CH2:13][NH:12][CH2:11][C@H:10]1[CH3:15].[Br:16][C:17]1[CH:25]=[CH:24][C:20]([C:21](O)=[O:22])=[C:19]([S:26]([CH3:29])(=[O:28])=[O:27])[CH:18]=1>>[Br:16][C:17]1[CH:25]=[CH:24][C:20]([C:21]([N:12]2[CH2:13][CH2:14][N:9]([C:3]3[CH:4]=[CH:5][C:6]([CH3:8])=[CH:7][C:2]=3[CH3:1])[C@H:10]([CH3:15])[CH2:11]2)=[O:22])=[C:19]([S:26]([CH3:29])(=[O:28])=[O:27])[CH:18]=1. Reported procedure: By reaction and treatment in the same manner as in Preparation Example 67 and using (R)-1-(2,4-dimethylphenyl)-2-methylpiperazine (1.2 g) and 4-bromo-2-methanesulfonylbenzoic acid (1.7 g), (4-bromo-2-methanesulfonylphenyl)[(R)-4-(2,4-dimethylphenyl)-3-methylpiperazin-1-yl]methanone (2.0 g) was obtained. Starting materials: FC1=C(C(=O)N2CCN(CC2)C(=O)OC(C)(C)C)C=C(C=C1)CC1=NNC(C2=CC=CC=C12)=O (tert-butyl 4-(2-fluoro-5-((4-oxo-3,4-dihydrophthalazin-1-yl)methyl)benzoyl)piperazin-1-carboxylate), C(=O)(C(F)(F)F)O (TFA). Solvent: C(Cl)Cl (DCM). Run at time 6 hour. Yields the product OC(=O)C(F)(F)F.FC1=C(C=C(CC2=NNC(C3=CC=CC=C23)=O)C=C1)C(=O)N1CCNCC1 (4-(4-fluoro-3-(piperazine-1-carbonyl)benzyl)phthalazin-1(2H)-one TFA salt). Reaction SMILES: [F:1][C:2]1[CH:22]=[CH:21][C:20]([CH2:23][C:24]2[C:33]3[C:28](=[CH:29][CH:30]=[CH:31][CH:32]=3)[C:27](=[O:34])[NH:26][N:25]=2)=[CH:19][C:3]=1[C:4]([N:6]1[CH2:11][CH2:10][N:9](C(OC(C)(C)C)=O)[CH2:8][CH2:7]1)=[O:5].[C:35]([OH:41])([C:37]([F:40])([F:39])[F:38])=[O:36]>C(Cl)Cl>[OH:41][C:35]([C:37]([F:40])([F:39])[F:38])=[O:36].[F:1][C:2]1[CH:22]=[CH:21][C:20]([CH2:23][C:24]2[C:33]3[C:28](=[CH:29][CH:30]=[CH:31][CH:32]=3)[C:27](=[O:34])[NH:26][N:25]=2)=[CH:19][C:3]=1[C:4]([N:6]1[CH2:11][CH2:10][NH:9][CH2:8][CH2:7]1)=[O:5] |f:3.4|. Procedure: To a solution of tert-butyl 4-(2-fluoro-5-((4-oxo-3,4-dihydrophthalazin-1-yl)methyl)benzoyl)piperazin-1-carboxylate (100 mg, 0.21 mmol) in DCM (20 ml) was added TFA (0.5 ml) and stirred for 6 h at room temperature. The reaction mixture was concentrated under vacuo to yield the crude product as a yellow solid, used in next step without further purification. Starting materials: CC=1NC2=C(NC(C1C(=O)OC)C1=CC(=CC=C1)[N+](=O)[O-])C=CC=C2 (2,5-dihydro-4-methyl-2-(3-nitrophenyl)-1H-1,5-benzodiazepine-3-carboxylic acid, methyl ester), N1=CC=CC=C1 (pyridine), C(C)(=O)OC(C)=O (acetic anhydride). Reagents/catalysts: CN(C1=CC=NC=C1)C (4-dimethylaminopyridine). Run in ClCCl (dichloromethane). Run at time 16 hour. Yields the product C(C)(=O)N1C(C(=C(NC2=C1C=CC=C2)C)C(=O)OC)C2=CC(=CC=C2)[N+](=O)[O-] (1-acetyl-2,5-dihydro-4-methyl-2-(3-nitrophenyl)-1H-1,5-benzodiazepine-3-carboxylic acid, methyl ester). RXN SMILES: [CH3:1][C:2]1[NH:3][C:4]2[CH:25]=[CH:24][CH:23]=[CH:22][C:5]=2[NH:6][CH:7]([C:13]2[CH:18]=[CH:17][CH:16]=[C:15]([N+:19]([O-:21])=[O:20])[CH:14]=2)[C:8]=1[C:9]([O:11][CH3:12])=[O:10].N1C=CC=CC=1.[C:32](OC(=O)C)(=[O:34])[CH3:33]>ClCCl.CN(C)C1C=CN=CC=1>[C:32]([N:6]1[C:5]2[CH:22]=[CH:23][CH:24]=[CH:25][C:4]=2[NH:3][C:2]([CH3:1])=[C:8]([C:9]([O:11][CH3:12])=[O:10])[CH:7]1[C:13]1[CH:18]=[CH:17][CH:16]=[C:15]([N+:19]([O-:21])=[O:20])[CH:14]=1)(=[O:34])[CH3:33]. Procedure: A solution of 2,5-dihydro-4-methyl-2-(3-nitrophenyl)-1H-1,5-benzodiazepine-3-carboxylic acid, methyl ester (800 mg., 2.36 mmole) in dichloromethane (8 ml.) is treated with pyridine (280 mg., 3.53 mmole), acetic anhydride (479 mg., 4.72 mmole) and 4-dimethylaminopyridine (5 mg.). The reaction is stirred at room temperature for 16 hours. A light yellow solid precipitates out of the reaction. The reaction is diluted with dichloromethane/methanol (100 ml. of 95:5 mixture) and the resulting solution ...